From a dataset of the Open Reaction Database (ORD), a public repository of structured organic reaction records. describe an organic reaction: reactants, conditions, products, and yield Reactants: BrC=1C=C2[C@H]3[C@@H](N4C2=C(C1)SCC4)CCN(C3)C(=O)OC(C)(C)C (tert-butyl(6bR,10aS)-5-bromo-1,2,6b,9,10,10a-hexahydropyrido[4,3-b][1,4]thiazino[2,3,4-hi]indole-8(7H)-carboxylate), FC1=C(C(=CC=C1)F)[Sn](C)(C)C (2,6-difluorophenyltrimethyl stannane). Yields the product FC1=C(C(=CC=C1)F)C=1C=C2[C@H]3[C@@H](N4C2=C(C1)SCC4)CCN(C3)C(=O)OC(C)(C)C (tert-butyl(6bR,10aS)-5-(2,6-difluorophenyl)-1,2,6b,9,10,10a-hexahydropyrido[4,3-b][1,4]thiazino[2,3,4-hi]indole-8(7H)-carboxylate). Isolated yield 76.1%. RXN SMILES: Br[C:2]1[CH:3]=[C:4]2[C:8]3=[C:9]([S:11][CH2:12][CH2:13][N:7]3[C@H:6]3[CH2:14][CH2:15][N:16]([C:18]([O:20][C:21]([CH3:24])([CH3:23])[CH3:22])=[O:19])[CH2:17][C@@H:5]23)[CH:10]=1.[F:25][C:26]1[CH:31]=[CH:30][CH:29]=[C:28]([F:32])[C:27]=1[Sn](C)(C)C>>[F:25][C:26]1[CH:31]=[CH:30][CH:29]=[C:28]([F:32])[C:27]=1[C:2]1[CH:3]=[C:4]2[C:8]3=[C:9]([S:11][CH2:12][CH2:13][N:7]3[C@H:6]3[CH2:14][CH2:15][N:16]([C:18]([O:20][C:21]([CH3:24])([CH3:22])[CH3:23])=[O:19])[CH2:17][C@@H:5]23)[CH:10]=1. Procedure details: The tert-butyl(6bR,10aS)-5-(2,6-difluorophenyl)-1,2,6b,9,10,10a-hexahydropyrido[4,3-b][1,4]thiazino[2,3,4-hi]indole-8(7H)-carboxylate (288 mg, 76%) was prepared via coupling of tert-butyl(6bR,10aS)-5-bromo-1,2,6b,9,10,10a-hexahydropyrido[4,3-b][1,4]thiazino[2,3,4-hi]indole-8(7H)-carboxylate (0.350 g, 0.851 mmol) with 2,6-difluorophenyltrimethyl stannane (0.707 g, 2.553 mmol) using the procedure described in Example 447 Step G. Starting materials: ClC1=CC=C2C(=CNC2=C1)C(=O)N1CCC(CC1)C1=C(C=CC=C1)C(F)(F)F ((6-chloro-1H-indol-3-yl)-[4-(2-trifluoromethyl-phenyl)-piperidin-1-yl]-methanone), ClCC(=O)NC (2-chloro-N-methyl-acetamide). Product: ClC1=CC=C2C(=CN(C2=C1)CC(=O)NC)C(=O)N1CCC(CC1)C1=C(C=CC=C1)C(F)(F)F (2-{6-Chloro-3-[4-(2-trifluoromethyl-phenyl)-piperidine-1-carbonyl]-indol-1-yl}-N-methyl-acetamide). Reaction SMILES: [Cl:1][C:2]1[CH:10]=[C:9]2[C:5]([C:6]([C:11]([N:13]3[CH2:18][CH2:17][CH:16]([C:19]4[CH:24]=[CH:23][CH:22]=[CH:21][C:20]=4[C:25]([F:28])([F:27])[F:26])[CH2:15][CH2:14]3)=[O:12])=[CH:7][NH:8]2)=[CH:4][CH:3]=1.Cl[CH2:30][C:31]([NH:33][CH3:34])=[O:32]>>[Cl:1][C:2]1[CH:10]=[C:9]2[C:5]([C:6]([C:11]([N:13]3[CH2:14][CH2:15][CH:16]([C:19]4[CH:24]=[CH:23][CH:22]=[CH:21][C:20]=4[C:25]([F:28])([F:27])[F:26])[CH2:17][CH2:18]3)=[O:12])=[CH:7][N:8]2[CH2:30][C:31]([NH:33][CH3:34])=[O:32])=[CH:4][CH:3]=1. Procedure: Analogous to general procedure II, the alkylation of (6-chloro-1H-indol-3-yl)-[4-(2-trifluoromethyl-phenyl)-piperidin-1-yl]-methanone (prepared herein) with (commercially available) 2-chloro-N-methyl-acetamide gave the title compound. Reactants: [BH4-], O=C([O-])O, CC(=O)O, CO, [Na+], [Na+], O, CC(C)(C)C(=O)OC1CCC2=C3C=CC4=CC(=O)CCC4(CO)C3CCC21C. Yields the product CC(C)(C)C(=O)OC1CCC2=C3C=CC4=CC(O)CCC4(CO)C3CCC21C. RXN SMILES: [BH4-:31].[C:33](=[O:34])([OH:35])[O-:36].[C:39]([OH:40])(=[O:41])[CH3:42].[CH3:29][OH:30].[Na+:32].[Na+:37].[OH2:38].[OH:1][CH2:2][C:3]12[CH2:4][CH2:5][C:6](=[O:28])[CH:7]=[C:8]1[CH:9]=[CH:10][C:11]1=[C:12]3[CH2:13][CH2:14][CH:15]([O:21][C:22]([C:23]([CH3:24])([CH3:25])[CH3:26])=[O:27])[C:16]3([CH3:17])[CH2:18][CH2:19][CH:20]21>>[OH:1][CH2:2][C:3]12[CH2:4][CH2:5][CH:6]([OH:28])[CH:7]=[C:8]1[CH:9]=[CH:10][C:11]1=[C:12]3[CH2:13][CH2:14][CH:15]([O:21][C:22]([C:23]([CH3:24])([CH3:25])[CH3:26])=[O:27])[C:16]3([CH3:17])[CH2:18][CH2:19][CH:20]21. The reactants are Cc1oc(-c2ccccc2)nc1COc1ccc(OCc2oc(-c3ccccc3)nc2CO)cc1, C1CCOC1. Yields the product Cc1oc(-c2ccccc2)nc1COc1ccc(OCc2oc(-c3ccccc3)nc2C=O)cc1. As a reaction SMILES: [CH3:1][c:2]1[c:3]([CH2:13][O:14][c:15]2[cH:16][cH:17][c:18]([O:19][CH2:20][c:21]3[c:22]([CH2:32][OH:33])[n:23][c:24](-[c:26]4[cH:27][cH:28][cH:29][cH:30][cH:31]4)[o:25]3)[cH:34][cH:35]2)[n:4][c:5](-[c:7]2[cH:8][cH:9][cH:10][cH:11][cH:12]2)[o:6]1.[O:36]1[CH2:37][CH2:38][CH2:39][CH2:40]1>>[CH3:1][c:2]1[c:3]([CH2:13][O:14][c:15]2[cH:16][cH:17][c:18]([O:19][CH2:20][c:21]3[c:22]([CH:32]=[O:33])[n:23][c:24](-[c:26]4[cH:27][cH:28][cH:29][cH:30][cH:31]4)[o:25]3)[cH:34][cH:35]2)[n:4][c:5](-[c:7]2[cH:8][cH:9][cH:10][cH:11][cH:12]2)[o:6]1. The reactants are O1C(OCC1)CCCCC=1N=CN(C1)C(C1=CC=CC=C1)(C1=CC=CC=C1)C1=CC=CC=C1 (4-[4-(1,3-Dioxolan-2-yl)butyl]-1-(triphenylmethyl)-imidazole), C(O)([O-])=O.[Na+] (sodium hydrogen carbonate). Run in CC(=O)C (acetone), Cl (hydrochloric acid). Conditions: time 20 hour. The product is C1(=CC=CC=C1)C(N1C=NC(=C1)CCCC=O)(C1=CC=CC=C1)C1=CC=CC=C1 (4-[1-(Triphenylmethyl)imidazol-4-yl]butan-1-al). Yield: 91.0%. As a reaction SMILES: O1CCOC1C[CH2:7][CH2:8][CH2:9][C:10]1[N:11]=[CH:12][N:13]([C:15]([C:28]2[CH:33]=[CH:32][CH:31]=[CH:30][CH:29]=2)([C:22]2[CH:27]=[CH:26][CH:25]=[CH:24][CH:23]=2)[C:16]2[CH:21]=[CH:20][CH:19]=[CH:18][CH:17]=2)[CH:14]=1.[C:34](=[O:37])([O-])O.[Na+]>CC(C)=O.Cl>[C:28]1([C:15]([C:16]2[CH:17]=[CH:18][CH:19]=[CH:20][CH:21]=2)([C:22]2[CH:23]=[CH:24][CH:25]=[CH:26][CH:27]=2)[N:13]2[CH:14]=[C:10]([CH2:9][CH2:8][CH2:7][CH:34]=[O:37])[N:11]=[CH:12]2)[CH:33]=[CH:32][CH:31]=[CH:30][CH:29]=1 |f:1.2|. Reported procedure: A suspension of the product from step b (19.8 g, 46.6 mmol) in a mixture of acetone (300 ml) and 2M hydrochloric acid (50 ml) was stirred at room temperature for 20 h. The mixture was neutralised with sodium hydrogen carbonate, filtered and the filtrate extracted with dichloromethane (3×100 ml). The combined extracts were dried over magnesium sulfate, filtered and evaporated to give the product as a colourless oil (16.1 g, 91%). Starting materials: C(C)(=O)O[C@H]1[C@@H](O[C@@H]([C@H]1OC(C)=O)COC(C)=O)N1C=NC=2C(N)=NC=NC12 (Adenosine 2',3',5'-triacetate), C(C)OC1CCC(N1)=O (5-ethoxy-2-pyrrolidinone). Solvent: CN(C=O)C (N,N-dimethylformamide). Yields the product C(C)(=O)O[C@H]1[C@@H](O[C@@H]([C@H]1OC(C)=O)COC(C)=O)N1C=NC=2C(NC3NC(CC3)=O)=NC=NC12 (N6 -(5-oxo-2-pyrrolidinyl)adenosine 2',3',5'-triacetate). Isolated yield 90.8%. RXN SMILES: [C:1]([O:4][C@@H:5]1[C@H:9]([O:10][C:11](=[O:13])[CH3:12])[C@@H:8]([CH2:14][O:15][C:16](=[O:18])[CH3:17])[O:7][C@H:6]1[N:19]1[C:28]2[N:27]=[CH:26][N:25]=[C:23]([NH2:24])[C:22]=2[N:21]=[CH:20]1)(=[O:3])[CH3:2].C(O[CH:32]1[NH:36][C:35](=[O:37])[CH2:34][CH2:33]1)C>CN(C)C=O>[C:1]([O:4][C@@H:5]1[C@H:9]([O:10][C:11](=[O:13])[CH3:12])[C@@H:8]([CH2:14][O:15][C:16](=[O:18])[CH3:17])[O:7][C@H:6]1[N:19]1[C:28]2[N:27]=[CH:26][N:25]=[C:23]([NH:24][CH:32]3[CH2:33][CH2:34][C:35](=[O:37])[NH:36]3)[C:22]=2[N:21]=[CH:20]1)(=[O:3])[CH3:2]. Procedure details: Adenosine 2',3',5'-triacetate (2.0 g) and 5-ethoxy-2-pyrrolidinone (1.2 g) were stirred in N,N-dimethylformamide (10 ml) at 130° C. overnight. The reaction mixture was distilled to remove the N,N-dimethylformamide and the residue was subjected to silica gel column chromatography using chloroformacetone (5:3) as the eluent. The active fractions were pooled and concentrated under reduced pressure to give N6 -(5-oxo-2-pyrrolidinyl)adenosine 2',3',5'-triacetate as an oil (2.2 g). The product is C(C1=CC=CC=C1)N1CC(C(CC1)=O)(C)C (1-benzyl-3,3-dimethyl-piperidin-4-one). Reported procedure: To a solution of 1-benzyl-3-methyl-piperidin-4-one (7.0 g, 34 mmol) and MeI (2.4 mL) in THF (100 mL) was added NaOt-Bu (4.2 g, 44 mmol) at 0° C. The reaction was slowly allowed to warm to room temperature and stirred overnight. The aqueous layer was extracted with CH2Cl2. The organic extracts were combined, washed with brine and dried over MgSO4. The solution was filtered and concentrated in vacuo to give the crude product. Flash column chromatography (Hexane/EtOAc, gradient) of the residue gave... As a reaction SMILES: [CH2:1]([N:8]1[CH2:13][CH2:12][C:11](=[O:14])[CH:10]([CH3:15])[CH2:9]1)[C:2]1[CH:7]=[CH:6][CH:5]=[CH:4][CH:3]=1.CI.[CH3:18]C([O-])(C)C.[Na+].CCCCCC.CCOC(C)=O>C1COCC1>[CH2:1]([N:8]1[CH2:13][CH2:12][C:11](=[O:14])[C:10]([CH3:18])([CH3:15])[CH2:9]1)[C:2]1[CH:3]=[CH:4][CH:5]=[CH:6][CH:7]=1 |f:2.3,4.5|. Reaction conditions: time 8 hour. Solvent: C1CCOC1 (THF). Reactants: C(C1=CC=CC=C1)N1CC(C(CC1)=O)C (1-benzyl-3-methyl-piperidin-4-one), CI (MeI), CC(C)(C)[O-].[Na+] (NaOt-Bu), CCCCCC.CCOC(=O)C (Hexane EtOAc).